This data is from the Open Reaction Database (ORD), a public repository of structured organic reaction records. The task is: describe an organic reaction: reactants, conditions, products, and yield Reactants: ( 100 ), ClC=1C=C(C=CC1)C(CNC(CC1=CC2=C(OC(O2)(C(=O)O)C(=O)O)C=C1)C)O (5-{2-[2-(3-chloro-phenyl)-2-hydroxy-ethylamino]-propyl}-benzo[1,3]dioxole-2,2-dicarboxylic acid), C1(=CC=CC=C1)CCO (2-phenylethanol), Cl (HCl). Yields the product Cl.C(CC1=CC=CC=C1)OC(=O)C1(OC2=C(O1)C=CC(=C2)CC(C)NCC(O)C2=CC(=CC=C2)Cl)C(=O)OCCC2=CC=CC=C2 (5-{2-[2-(3-Chloro-phenyl)-2-hydroxy-ethylamino]-propyl}-benzo[1,3]dioxole-2,2-dicarboxylic acid diphenethyl ester hydrochloride salt). As a reaction SMILES: [Cl:1][C:2]1[CH:3]=[C:4]([CH:8]([OH:29])[CH2:9][NH:10][CH:11]([CH3:28])[CH2:12][C:13]2[CH:27]=[CH:26][C:16]3[O:17][C:18]([C:23]([OH:25])=[O:24])([C:20]([OH:22])=[O:21])[O:19][C:15]=3[CH:14]=2)[CH:5]=[CH:6][CH:7]=1.[C:30]1([CH2:36][CH2:37]O)[CH:35]=[CH:34][CH:33]=[CH:32][CH:31]=1.Cl>>[ClH:1].[CH2:37]([O:24][C:23]([C:18]1([C:20]([O:22][CH2:9][CH2:8][C:4]2[CH:5]=[CH:6][CH:7]=[CH:2][CH:3]=2)=[O:21])[O:17][C:16]2[CH:26]=[CH:27][C:13]([CH2:12][CH:11]([NH:10][CH2:9][CH:8]([C:4]3[CH:5]=[CH:6][CH:7]=[C:2]([Cl:1])[CH:3]=3)[OH:29])[CH3:28])=[CH:14][C:15]=2[O:19]1)=[O:25])[CH2:36][C:30]1[CH:35]=[CH:34][CH:33]=[CH:32][CH:31]=1 |f:3.4|. Procedure: The title compound was prepared from 5-{2-[2-(3-chloro-phenyl)-2-hydroxy-ethylamino]-propyl}-benzo[1,3]dioxole-2,2-dicarboxylic acid and 2-phenylethanol accord-ing to the procedure of Example 1 as a colorless oil; 1H NMR (300 MHz, CDCl3): d 1.30-1.45 (brs, 3H), 2.80-2.90 (brm, 1H), 2.89 (t, J=6.9 Hz, 4H), 3.10-3.30 (brm, 2H), 3.39-3.69 (brm, H), 4.40 (t, J=6.8 Hz, 4H), 5.45-5.61 (brs, 2H), 6.70-6.91 (brm, 3H), 7.10-7.35 (complex m, 13H), 7.40-7.51 (brs, 1H), 8.60-8.85 (brs, 1H), 9.91-10.20 (brs,... Reactants: OC(CC=C)C=1C=C(C(=O)OC)C=CC1C (methyl 3-(1-hydroxybut-3-en-1-yl)-4-methylbenzoate), ICI (diiodomethane), OC(CC=C)C=1C=C(C(=O)OC)C=CC1C (methyl 3-(1-hydroxybut-3-en-1-yl)-4-methylbenzoate), C(C)[Zn]CC (Diethylzinc). The solvent is C1(=CC=CC=C1)C (toluene). Conditions: temperature 2.5 celsius, time 2 hour. Product: C1(CC1)CC(O)C=1C=C(C(=O)OC)C=CC1C (Methyl 3-(2-cyclopropyl-1-hydroxyethyl)-4-methylbenzoate). The yield is 74.2%. RXN SMILES: [OH:1][CH:2]([C:6]1[CH:7]=[C:8]([CH:13]=[CH:14][C:15]=1[CH3:16])[C:9]([O:11][CH3:12])=[O:10])[CH2:3][CH:4]=[CH2:5].[CH2:17]([Zn]CC)C.ICI>C1(C)C=CC=CC=1>[CH:4]1([CH2:3][CH:2]([C:6]2[CH:7]=[C:8]([CH:13]=[CH:14][C:15]=2[CH3:16])[C:9]([O:11][CH3:12])=[O:10])[OH:1])[CH2:17][CH2:5]1. Procedure: Into a 100-mL 3-necked round-bottom flask, which was purged and maintained with an inert atmosphere of nitrogen, was placed a solution of methyl 3-(1-hydroxybut-3-en-1-yl)-4-methylbenzoate (compound 4.3, 50 mg, 0.23 mmol). Diethylzinc (1 M in toluene) (3.45 mL, 3.45 mmol) in toluene (10 mL) was added and the mixture was cooled to 0-5° C., then diiodomethane (924 mg, 3.45 mmol) was added drop-wise. The resulting mixture was stirred for 2 h at room temperature, then carefully quenched with 1 M aqu... The reactants are COC(=O)SCl, ClCCl, OCCS, Sc1ccccn1. Product: OCCSSc1ccccn1. As a reaction SMILES: [CH3:1][O:2][C:3]([S:4][Cl:5])=[O:6].[Cl:18][CH2:19][Cl:20].[OH:7][CH2:8][CH2:9][SH:10].[SH:11][c:12]1[n:13][cH:14][cH:15][cH:16][cH:17]1>>[OH:7][CH2:8][CH2:9][S:10][S:11][c:12]1[n:13][cH:14][cH:15][cH:16][cH:17]1.